Dataset: the Open Reaction Database (ORD), a public repository of structured organic reaction records. Task: describe an organic reaction: reactants, conditions, products, and yield The reactants are BrB(Br)Br, ClCCl, COc1ccc2[nH]c(C3CCC(Cc4ccccc4)(N(C)C)CC3)c(C)c2c1. Yields the product Cc1c(C2CCC(Cc3ccccc3)(N(C)C)CC2)[nH]c2ccc(O)cc12. As a reaction SMILES: [B:1]([Br:2])([Br:3])[Br:4].[CH2:33]([Cl:34])[Cl:35].[CH2:5]([c:6]1[cH:7][cH:8][cH:9][cH:10][cH:11]1)[C:12]1([N:30]([CH3:31])[CH3:32])[CH2:13][CH2:14][CH:15]([c:18]2[nH:19][c:20]3[cH:21][cH:22][c:23]([O:28][CH3:29])[cH:24][c:25]3[c:26]2[CH3:27])[CH2:16][CH2:17]1>>[CH2:5]([c:6]1[cH:7][cH:8][cH:9][cH:10][cH:11]1)[C:12]1([N:30]([CH3:31])[CH3:32])[CH2:13][CH2:14][CH:15]([c:18]2[nH:19][c:20]3[cH:21][cH:22][c:23]([OH:28])[cH:24][c:25]3[c:26]2[CH3:27])[CH2:16][CH2:17]1.